This data is from the Open Reaction Database (ORD), a public repository of structured organic reaction records. The task is: describe an organic reaction: reactants, conditions, products, and yield Reactants: Cl.C(#N)C1=CC=C(CNC([C@H]2N(CCC2)C([C@H](N)CC2=CC=CC=C2)=O)=O)C=C1 (D-Phenylalanylproline (p-cyanobenzyl)amide hydrochloride), C(C)(C)NS(=O)(=O)Cl (isopropylaminosulfonyl chloride). Yields the product C(#N)C1=CC=C(CNC([C@H]2N(CCC2)C([C@H](NS(=O)(=O)NC(C)C)CC2=CC=CC=C2)=O)=O)C=C1 (N-(Isopropylaminosulfonyl)-D-phenylalanylproline (p-cyanobenzyl)amide). Reaction SMILES: Cl.[C:2]([C:4]1[CH:29]=[CH:28][C:7]([CH2:8][NH:9][C:10](=[O:27])[C@@H:11]2[CH2:15][CH2:14][CH2:13][N:12]2[C:16](=[O:26])[C@@H:17]([CH2:19][C:20]2[CH:25]=[CH:24][CH:23]=[CH:22][CH:21]=2)[NH2:18])=[CH:6][CH:5]=1)#[N:3].[CH:30]([NH:33][S:34](Cl)(=[O:36])=[O:35])([CH3:32])[CH3:31]>>[C:2]([C:4]1[CH:5]=[CH:6][C:7]([CH2:8][NH:9][C:10](=[O:27])[C@@H:11]2[CH2:15][CH2:14][CH2:13][N:12]2[C:16](=[O:26])[C@@H:17]([CH2:19][C:20]2[CH:21]=[CH:22][CH:23]=[CH:24][CH:25]=2)[NH:18][S:34]([NH:33][CH:30]([CH3:32])[CH3:31])(=[O:36])=[O:35])=[CH:28][CH:29]=1)#[N:3] |f:0.1|. Procedure details: D-Phenylalanylproline (p-cyanobenzyl)amide hydrochloride was reacted with isopropylaminosulfonyl chloride as in Example 1c.